This data is from the Open Reaction Database (ORD), a public repository of structured organic reaction records. The task is: describe an organic reaction: reactants, conditions, products, and yield The reactants are C(=O)(OC(C)(C)C)NC(C1=NN(C=C1)C)C1=NC2=C(N1)C=CC(=C2)Cl (N-Boc-1-(5-chloro-1H-benzimidazol-2-yl)-1-(1-methyl-pyrazol-3-yl)-methylamine), FC(C(=O)O)(F)F (trifluoroacetic acid). Run in ClCCl (dichloromethane). The product is ClC1=CC2=C(NC(=N2)C(C2=NN(C=C2)C)N)C=C1 (1-(5-chloro-1H-benzimidazol-2-yl)-1-(1-methyl-pyrazol-3-yl)-methylamine). RXN SMILES: C([NH:8][CH:9]([C:16]1[NH:20][C:19]2[CH:21]=[CH:22][C:23]([Cl:25])=[CH:24][C:18]=2[N:17]=1)[C:10]1[CH:14]=[CH:13][N:12]([CH3:15])[N:11]=1)(OC(C)(C)C)=O.FC(F)(F)C(O)=O>ClCCl>[Cl:25][C:23]1[CH:22]=[CH:21][C:19]2[NH:20][C:16]([CH:9]([NH2:8])[C:10]3[CH:14]=[CH:13][N:12]([CH3:15])[N:11]=3)=[N:17][C:18]=2[CH:24]=1. Procedure details: Prepared analogously to Example 1g from N-Boc-1-(5-chloro-1H-benzimidazol-2-yl)-1-(1-methyl-pyrazol-3-yl)-methylamine and trifluoroacetic acid in dichloromethane. The reactants are C1=CCC=C1, C[O-], CCO, [Na+], O=C(c1ccccc1)c1ccccc1. Yields the product C1=CC(=C(c2ccccc2)c2ccccc2)C=C1. Reaction SMILES: [CH2:18]1[CH:19]=[CH:20][CH:21]=[CH:22]1.[CH3:1][O-:2].[CH3:23][CH2:24][OH:25].[Na+:3].[O:4]=[C:5]([c:6]1[cH:7][cH:8][cH:9][cH:10][cH:11]1)[c:12]1[cH:13][cH:14][cH:15][cH:16][cH:17]1>>[C:5]([c:6]1[cH:7][cH:8][cH:9][cH:10][cH:11]1)([c:12]1[cH:13][cH:14][cH:15][cH:16][cH:17]1)=[C:21]1[CH:20]=[CH:19][CH:18]=[CH:22]1. Reactants: CC(C)(C)OC(=O)NC(CBr)Cc1cccnc1, CCOC(C)=O, CN(C)C=O, O=C(c1ccc(F)cc1)C1CCNCC1, C1CCC2=NCCCN2CC1, O. The product is CC(C)(C)OC(=O)NC(Cc1cccnc1)CN1CCC(C(=O)c2ccc(F)cc2)CC1. Reaction SMILES: [C:16]([CH3:17])([CH3:18])([CH3:19])[O:20][C:21]([NH:22][CH:23]([CH2:24][Br:25])[CH2:26][c:27]1[cH:28][n:29][cH:30][cH:31][cH:32]1)=[O:33].[CH2:45]([O:46][C:47](=[O:48])[CH3:49])[CH3:50].[CH3:51][N:52]([CH3:53])[CH:54]=[O:55].[F:1][c:2]1[cH:3][cH:4][c:5]([C:8](=[O:9])[CH:10]2[CH2:11][CH2:12][NH:13][CH2:14][CH2:15]2)[cH:6][cH:7]1.[N:34]12[CH2:35][CH2:36][CH2:37][N:38]=[C:39]1[CH2:40][CH2:41][CH2:42][CH2:43][CH2:44]2.[OH2:56]>>[F:1][c:2]1[cH:3][cH:4][c:5]([C:8](=[O:9])[CH:10]2[CH2:11][CH2:12][N:13]([CH2:24][CH:23]([NH:22][C:21]([O:20][C:16]([CH3:17])([CH3:18])[CH3:19])=[O:33])[CH2:26][c:27]3[cH:28][n:29][cH:30][cH:31][cH:32]3)[CH2:14][CH2:15]2)[cH:6][cH:7]1. The reactants are BrC1=CC=C(C=C1)[C@H](C)N(C(OC(C)(C)C)=O)CCC(=O)C1=CC=C(C=C1)F ((S)-tert-butyl 1-(4-bromophenyl)ethyl(3-(4-fluorophenyl)-3-oxopropyl)carbamate), [BH4-].[Na+] (NaBH4). Run in CO (MeOH). Run at time 8 hour. Yields the product BrC1=CC=C(C=C1)[C@H](C)N(C(OC(C)(C)C)=O)CCC(O)C1=CC=C(C=C1)F (tert-butyl (S)-1-(4-bromophenyl)ethyl(3-(4-fluorophenyl)-3-hydroxypropyl)carbamate). The yield is 94.4%. RXN SMILES: [Br:1][C:2]1[CH:7]=[CH:6][C:5]([C@@H:8]([N:10]([CH2:18][CH2:19][C:20]([C:22]2[CH:27]=[CH:26][C:25]([F:28])=[CH:24][CH:23]=2)=[O:21])[C:11](=[O:17])[O:12][C:13]([CH3:16])([CH3:15])[CH3:14])[CH3:9])=[CH:4][CH:3]=1.[BH4-].[Na+]>CO>[Br:1][C:2]1[CH:3]=[CH:4][C:5]([C@@H:8]([N:10]([CH2:18][CH2:19][CH:20]([C:22]2[CH:23]=[CH:24][C:25]([F:28])=[CH:26][CH:27]=2)[OH:21])[C:11](=[O:17])[O:12][C:13]([CH3:14])([CH3:16])[CH3:15])[CH3:9])=[CH:6][CH:7]=1 |f:1.2|. Procedure details: To a stirred solution of (S)-tert-butyl 1-(4-bromophenyl)ethyl(3-(4-fluorophenyl)-3-oxopropyl)carbamate (500 mg, 1.11 mmol) in MeOH (20 mL) was added an NaBH4 caplet (1 g, 26 mmol). The mixture was stirred at rt overnight and concentrated under reduced pressure. The residue was partitioned between EtOAc (80 mL) and water (20 mL). The organic layer was washed with brine, dried over Na2SO4 and concentrated to leave tert-butyl (S)-1-(4-bromophenyl)ethyl(3-(4-fluorophenyl)-3-hydroxypropyl)carbamate ... Starting materials: [Cr](=O)(=O)([O-])O[Cr](=O)(=O)[O-].[Na+].[Na+] (sodium dichromate), S(O)(O)(=O)=O (sulfuric acid), [Cl-].[Cr+3].[Cl-].[Cl-] (chromium chloride), [Cr](=O)(=O)([O-])O[Cr](=O)(=O)[O-].[Na+].[Na+] (sodium dichromate), [N+](=O)([O-])[O-].[Cr+3].[N+](=O)([O-])[O-].[N+](=O)([O-])[O-] (chromium nitrate), P(=O)([O-])([O-])[O-].[Cr+3] (chromium phosphate). Product: S(=O)(=O)([O-])[O-].[Cr+3].S(=O)(=O)([O-])[O-].S(=O)(=O)([O-])[O-].[Cr+3] (chromium sulfate), [OH-].[Na+] (caustic soda). As a reaction SMILES: [N+]([O-])([O-])=[O:2].[Cr+3:5].[N+]([O-])([O-])=O.[N+]([O-])([O-])=O.P([O-])([O-])([O-])=O.[Cr+3].[Cl-].[Cr+3].[Cl-].[Cl-].[Cr:24](O[Cr]([O-])(=O)=O)([O-])(=O)=O.[Na+:33].[Na+].[S:35](=[O:39])(=[O:38])([OH:37])[OH:36]>>[S:35]([O-:39])([O-:38])(=[O:37])=[O:36].[Cr+3:24].[S:35]([O-:39])([O-:38])(=[O:37])=[O:36].[S:35]([O-:39])([O-:38])(=[O:37])=[O:36].[Cr+3:5].[OH-:2].[Na+:33] |f:0.1.2.3,4.5,6.7.8.9,10.11.12,14.15.16.17.18,19.20|. Procedure details: In a known method for producing a chromium salt, such as chromium nitrate, chromium phosphate, or chromium chloride, ore is subjected to alkali oxidizing roasting to prepare a sodium dichromate solution, sulfuric acid is added to the sodium dichromate solution, which is then subsequently reduced with an organic substance to produce a chromium sulfate solution, caustic soda or soda ash is added thereto to form a precipitate of chromium hydroxide or chromium carbonate, which is subsequently subjec...